Dataset: the Open Reaction Database (ORD), a public repository of structured organic reaction records. Task: describe an organic reaction: reactants, conditions, products, and yield Reactants: C(C)(C)C1=CC(=C(N1)C(=O)OCC)C(=O)OCC (diethyl 5-isopropyl-1H-pyrrole-2,3-dicarboxylate), [H-].[Na+] (NaH), NCl (NH2Cl), O (Water). Run in CN(C)C=O (DMF), CCOCC (ether). Run at time 1 hour. Product: NN1C(=C(C=C1C(C)C)C(=O)OCC)C(=O)OCC (diethyl 1-amino-5-isopropyl-1H-pyrrole-2,3-dicarboxylate). Isolated yield 93.0%. RXN SMILES: [CH:1]([C:4]1[NH:8][C:7]([C:9]([O:11][CH2:12][CH3:13])=[O:10])=[C:6]([C:14]([O:16][CH2:17][CH3:18])=[O:15])[CH:5]=1)([CH3:3])[CH3:2].[H-].[Na+].[NH2:21]Cl.O>CN(C=O)C.CCOCC>[NH2:21][N:8]1[C:4]([CH:1]([CH3:2])[CH3:3])=[CH:5][C:6]([C:14]([O:16][CH2:17][CH3:18])=[O:15])=[C:7]1[C:9]([O:11][CH2:12][CH3:13])=[O:10] |f:1.2|. Procedure: To a solution of 1B (2.53 g, 10 mmol) in dry DMF (40 ml) was added NaH (60%, 550 mg, 13.75 mmol) in one portion. After H2 evolution subsided, NH2Cl in ether (85 ml) was added dropwise via additional funnel. The reaction mixture was stirred at room temperature for 1 h. Water was added, the mixture was extracted with ether (×3), the combined ether layers were washed with brine, dried over MgSO4, concentrated in vacuo to give 1C (2.50 g, 93%) as an oil. Compound 1C had an analytical HPLC retention ... Reactants: COS(=O)(=O)OC, CCO, O, O=c1c2ccc(O)cc2oc2cc(O)ccc12. Reaction SMILES: [CH3:18][O:19][S:20]([O:21][CH3:22])(=[O:23])=[O:24].[CH3:25][CH2:26][OH:27].[OH2:28].[OH:1][c:2]1[cH:3][cH:4][c:5]2[c:6](=[O:17])[c:7]3[cH:8][cH:9][c:10]([OH:16])[cH:11][c:12]3[o:13][c:14]2[cH:15]1>>[O:1]([c:2]1[cH:3][cH:4][c:5]2[c:6](=[O:17])[c:7]3[cH:8][cH:9][c:10]([OH:16])[cH:11][c:12]3[o:13][c:14]2[cH:15]1)[CH3:18]. The product is COc1ccc2c(=O)c3ccc(O)cc3oc2c1.